This data is from the Open Reaction Database (ORD), a public repository of structured organic reaction records. The task is: describe an organic reaction: reactants, conditions, products, and yield Reactants: NC(C(=O)O)C(C(F)(F)F)C(F)(F)F, C[Si](C)(C)C=[N+]=[N-]. Yields the product COC(=O)C(N)C(C(F)(F)F)C(F)(F)F. Reaction SMILES: [F:1][C:2]([CH:3]([CH:4]([NH2:5])[C:6](=[O:7])[OH:8])[C:9]([F:10])([F:11])[F:12])([F:13])[F:14].[Si:15]([CH3:16])([CH:17]=[N+:18]=[N-:19])([CH3:20])[CH3:21]>>[F:1][C:2]([CH:3]([CH:4]([NH2:5])[C:6](=[O:7])[O:8][CH3:16])[C:9]([F:10])([F:11])[F:12])([F:13])[F:14]. Reactants: CC#N, O=c1cc(CCl)n(Cc2ccccc2)cc1OCc1ccccc1, N#C[K], C1COCCOCCOCCOCCOCCO1. Product: N#CCc1cc(=O)c(OCc2ccccc2)cn1Cc1ccccc1. RXN SMILES: [CH3:46][C:47]#[N:48].[Cl:1][CH2:2][c:3]1[n:4]([CH2:18][c:19]2[cH:20][cH:21][cH:22][cH:23][cH:24]2)[cH:5][c:6]([O:10][CH2:11][c:12]2[cH:13][cH:14][cH:15][cH:16][cH:17]2)[c:7](=[O:9])[cH:8]1.[K:25][C:26]#[N:27].[O:28]1[CH2:29][CH2:30][O:31][CH2:32][CH2:33][O:34][CH2:35][CH2:36][O:37][CH2:38][CH2:39][O:40][CH2:41][CH2:42][O:43][CH2:44][CH2:45]1>>[CH2:2]([c:3]1[n:4]([CH2:18][c:19]2[cH:20][cH:21][cH:22][cH:23][cH:24]2)[cH:5][c:6]([O:10][CH2:11][c:12]2[cH:13][cH:14][cH:15][cH:16][cH:17]2)[c:7](=[O:9])[cH:8]1)[C:26]#[N:27].